From a dataset of the Open Reaction Database (ORD), a public repository of structured organic reaction records. describe an organic reaction: reactants, conditions, products, and yield Starting materials: CN(C)c1ccncc1, O=S(=O)(Cl)c1cccc2nsnc12, COC(=O)c1cc(Cl)c(Cl)cc1N. Product: COC(=O)c1cc(Cl)c(Cl)cc1NS(=O)(=O)c1cccc2nsnc12. RXN SMILES: [CH3:27][N:28]([c:29]1[cH:30][cH:31][n:32][cH:33][cH:34]1)[CH3:35].[Cl:14][S:15](=[O:16])(=[O:17])[c:18]1[cH:19][cH:20][cH:21][c:22]2[n:23][s:24][n:25][c:26]12.[NH2:1][c:2]1[c:3]([C:4](=[O:5])[O:6][CH3:7])[cH:8][c:9]([Cl:13])[c:10]([Cl:12])[cH:11]1>>[NH:1]([c:2]1[c:3]([C:4](=[O:5])[O:6][CH3:7])[cH:8][c:9]([Cl:13])[c:10]([Cl:12])[cH:11]1)[S:15](=[O:16])(=[O:17])[c:18]1[cH:19][cH:20][cH:21][c:22]2[n:23][s:24][n:25][c:26]12. The reactants are O=C([O-])O, CCc1c(C)c(NC(=O)CC(C)(C)C)c(C)c2c1SCC2c1ccc(C(C)C)cc1, O=C(OO)c1cccc(Cl)c1, ClCCl, [Na+], [Na+], O=S(=O)([O-])O. Yields the product CCc1c(C)c(NC(=O)CC(C)(C)C)c(C)c2c1S(=O)CC2c1ccc(C(C)C)cc1. Reaction SMILES: [C:31]([OH:32])(=[O:33])[O-:34].[CH2:1]([CH3:2])[c:3]1[c:4]([CH3:30])[c:5]([NH:22][C:23]([CH2:24][C:25]([CH3:26])([CH3:27])[CH3:28])=[O:29])[c:6]([CH3:21])[c:7]2[c:11]1[S:10][CH2:9][CH:8]2[c:12]1[cH:13][cH:14][c:15]([CH:18]([CH3:19])[CH3:20])[cH:16][cH:17]1.[Cl:36][c:37]1[cH:38][cH:39][cH:40][c:41]([C:42]([O:43][OH:44])=[O:45])[cH:46]1.[Cl:53][CH2:54][Cl:55].[Na+:35].[Na+:52].[S:47]([O-:48])([OH:49])(=[O:50])=[O:51]>>[CH2:1]([CH3:2])[c:3]1[c:4]([CH3:30])[c:5]([NH:22][C:23]([CH2:24][C:25]([CH3:26])([CH3:27])[CH3:28])=[O:29])[c:6]([CH3:21])[c:7]2[c:11]1[S:10](=[O:32])[CH2:9][CH:8]2[c:12]1[cH:13][cH:14][c:15]([CH:18]([CH3:19])[CH3:20])[cH:16][cH:17]1. Reactants: O=S1(=O)CCCCO1, ClCCl, OCCN(CCO)CCO. Product: O=S(=O)([O-])CCCC[N+](CCO)(CCO)CCO. Reaction SMILES: [CH2:11]1[CH2:12][CH2:13][CH2:14][O:15][S:16]1(=[O:17])=[O:18].[Cl:19][CH2:20][Cl:21].[OH:1][CH2:2][CH2:3][N:4]([CH2:5][CH2:6][OH:7])[CH2:8][CH2:9][OH:10]>>[OH:1][CH2:2][CH2:3][N+:4]([CH2:5][CH2:6][OH:7])([CH2:8][CH2:9][OH:10])[CH2:14][CH2:13][CH2:12][CH2:11][S:16](=[O:15])(=[O:17])[O-:18]. The product is ClC=1C=CC=2N(C3=CC=CC=C3C2C1)CC1CO1 (3-chloro-9-(2,3-epoxypropyl)carbazole). Procedure details: Compound (3) may be prepared according to the following procedure. A mixture of potassium hydroxide powder (KOH, 85%, 198 g, 3 mol) and anhydrous sodium sulfate (Na2SO4, 51 g, 0.369 mol) is added in three stages to a mixture of 3-chloro-9H-carbazole (1 mol) and epichlorohydrin (1.5 mol), while keeping the reaction mixture at 20-25° C. The 3 stage quantities added are 33 g of Na2SO4 and 66 g of KOH initially; 9.9 g of Na2SO4 and 66 g of KOH after 1 hour of reaction; and 9.9 g of Na2SO4 and 66 g o... RXN SMILES: [OH-].[K+].S([O-])([O-])(=O)=O.[Na+].[Na+].[Cl:10][C:11]1[CH:12]=[CH:13][C:14]2[NH:15][C:16]3[C:21]([C:22]=2[CH:23]=1)=[CH:20][CH:19]=[CH:18][CH:17]=3.[CH2:24]([CH:26]1[O:28][CH2:27]1)Cl>>[Cl:10][C:11]1[CH:12]=[CH:13][C:14]2[N:15]([CH2:24][CH:26]3[O:28][CH2:27]3)[C:16]3[C:21]([C:22]=2[CH:23]=1)=[CH:20][CH:19]=[CH:18][CH:17]=3 |f:0.1,2.3.4|. Starting materials: [O-]S(=O)(=O)[O-].[Na+].[Na+] (Na2SO4), [OH-].[K+] (KOH), [O-]S(=O)(=O)[O-].[Na+].[Na+] (Na2SO4), [OH-].[K+] (KOH), Compound ( 3 ), ClC=1C=CC=2NC3=CC=CC=C3C2C1 (3-chloro-9H-carbazole), [OH-].[K+] (KOH), ClC=1C=CC=2NC3=CC=CC=C3C2C1 (3-chloro-9H-carbazole), C(Cl)C1CO1 (epichlorohydrin), [OH-].[K+] (potassium hydroxide), S(=O)(=O)([O-])[O-].[Na+].[Na+] (sodium sulfate), [O-]S(=O)(=O)[O-].[Na+].[Na+] (Na2SO4). Reactants: BrCC1=CSC=C1 (3-bromomethylthiophene), O=C1NC2=C(C=CC=C2CC1NC(OC(C)(C)C)=O)N1C(CCC1)=O (tert-butyl 2-oxo-8-(2-oxopyrrolidin-1-yl)-1,2,3,4-tetrahydroquinolin-3-ylcarbamate), C(C1=CC=CC=C1)Br (benzylbromide), O=C1NC2=C(C=CC=C2CC1NC(OC(C)(C)C)=O)N1C(CCC1)=O (tert-butyl 2-oxo-8-(2-oxopyrrolidin-1-yl)-1,2,3,4-tetrahydroquinolin-3-ylcarbamate). Yields the product C(C1=CC=CC=C1)N1C(C(CC2=CC=CC(=C12)N1C(CCC1)=O)NC(OC(C)(C)C)=O)=O (tert-butyl 1-benzyl-2-oxo-8-(2-oxopyrrolidin-1-yl)-1,2,3,4-tetrahydroquinolin-3-ylcarbamate). As a reaction SMILES: BrCC1C=CSC=1.[CH2:8](Br)[C:9]1[CH:14]=[CH:13][CH:12]=[CH:11][CH:10]=1.[O:16]=[C:17]1[CH:26]([NH:27][C:28](=[O:34])[O:29][C:30]([CH3:33])([CH3:32])[CH3:31])[CH2:25][C:24]2[C:19](=[C:20]([N:35]3[CH2:39][CH2:38][CH2:37][C:36]3=[O:40])[CH:21]=[CH:22][CH:23]=2)[NH:18]1>>[CH2:8]([N:18]1[C:19]2[C:24](=[CH:23][CH:22]=[CH:21][C:20]=2[N:35]2[CH2:39][CH2:38][CH2:37][C:36]2=[O:40])[CH2:25][CH:26]([NH:27][C:28](=[O:34])[O:29][C:30]([CH3:31])([CH3:33])[CH3:32])[C:17]1=[O:16])[C:9]1[CH:14]=[CH:13][CH:12]=[CH:11][CH:10]=1. Procedure: Instead of 3-bromomethylthiophene, benzylbromide (1.48 mL) was used with respect to tert-butyl 2-oxo-8-(2-oxopyrrolidin-1-yl)-1,2,3,4-tetrahydroquinolin-3-ylcarbamate (Compound B) (4.3 g), which had been produced through the same method as employed in Example 7(a), whereby the title compound (5.87 g) was yielded.